This data is from the Open Reaction Database (ORD), a public repository of structured organic reaction records. The task is: describe an organic reaction: reactants, conditions, products, and yield The reactants are N1=C(C=CC=C1C)C (2,6-lutidine), C(=O)(O)[O-].[Na+] (NaHCO3), C(C)(=O)OC[C@H]([C@H](COCC=C)C(=O)OC(C)(C)C)O ((2S,3S)-4-(allyloxy)-3-(tert-butoxycarbonyl)-2-hydroxybutyl acetate), [Si](C)(C)(C(C)(C)C)OS(=O)(=O)C(F)(F)F (TBSOTf). Run in C(Cl)Cl (CH2Cl2), O (H2O). Run at temperature 0 celsius, time 2 hour. Product: C(C)(=O)OC[C@H]([C@H](COCC=C)C(=O)OC(C)(C)C)O[Si](C)(C)C(C)(C)C ((2S,3S)-4-(allyloxy)-3-(tert-butoxycarbonyl)-2-(tert-butyldimethylsilyloxy)butyl acetate). Reaction SMILES: [C:1]([O:4][CH2:5][C@@H:6]([OH:20])[C@@H:7]([C:13]([O:15][C:16]([CH3:19])([CH3:18])[CH3:17])=[O:14])[CH2:8][O:9][CH2:10][CH:11]=[CH2:12])(=[O:3])[CH3:2].N1C(C)=CC=CC=1C.[Si:29](OS(C(F)(F)F)(=O)=O)([C:32]([CH3:35])([CH3:34])[CH3:33])([CH3:31])[CH3:30].C([O-])(O)=O.[Na+]>C(Cl)Cl.O>[C:1]([O:4][CH2:5][C@@H:6]([O:20][Si:29]([C:32]([CH3:35])([CH3:34])[CH3:33])([CH3:31])[CH3:30])[C@@H:7]([C:13]([O:15][C:16]([CH3:19])([CH3:18])[CH3:17])=[O:14])[CH2:8][O:9][CH2:10][CH:11]=[CH2:12])(=[O:3])[CH3:2] |f:3.4|. Procedure: The crude material from Step 2 (0.090 g) was dissolved in CH2Cl2 (3 mL) and cooled to 0° C. To the cooled solution, was added 2,6-lutidine (0.10 mL, 0.90 mmol) followed by TBSOTf (0.10 mL, 0.4 mmol). The mixture was stirred at 0° C. for 2 h then diluted with H2O and sat'd NaHCO3. The aqueous phase was extracted with CH2Cl2 (3×20 mL) and the organic extracts dried (Na2SO4), filtered, and conc in vacuo. Purification on SiO2 (5-20% EtOAc/Hexanes) gave the title compound as a yellow oil. The reactants are CN(c1cccc2cc(C(=O)NCC3(SCc4ccccc4)CCC4(CC3)OCCO4)[nH]c12)S(=O)(=O)c1cccs1, CSC, CC#N, O=S(=O)(OS(=O)(=O)C(F)(F)F)C(F)(F)F, [Na+], O=C([O-])O, O=P(c1ccccc1)(c1ccccc1)c1ccccc1. Yields the product CN(c1cccc2cc(C3=NCC4(CCC5(CC4)OCCO5)S3)[nH]c12)S(=O)(=O)c1cccs1. Reaction SMILES: [CH2:36]([c:38]1[cH:39][cH:40][cH:41][cH:42][cH:57]1)[S:43][C:44]1([CH2:54][NH:55][C:56](=[O:37])[c:58]2[nH:59][c:60]3[c:61]([N:67]([S:68](=[O:69])(=[O:70])[c:71]4[s:72][cH:73][cH:74][cH:75]4)[CH3:76])[cH:62][cH:63][cH:64][c:65]3[cH:66]2)[CH2:45][CH2:46][C:47]2([O:48][CH2:49][CH2:50][O:51]2)[CH2:52][CH2:53]1.[CH3:77][S:78][CH3:79].[CH3:85][C:86]#[N:87].[F:21][C:22]([S:23]([O:24][S:25]([C:26]([F:27])([F:28])[F:29])(=[O:30])=[O:31])(=[O:32])=[O:33])([F:34])[F:35].[Na+:80].[OH:81][C:82](=[O:83])[O-:84].[c:1]1([P:2](=[O:3])([c:4]2[cH:5][cH:6][cH:7][cH:8][cH:9]2)[c:10]2[cH:11][cH:12][cH:13][cH:14][cH:15]2)[cH:16][cH:17][cH:18][cH:19][cH:20]1>>[S:43]1[C:44]2([CH2:45][CH2:46][C:47]3([O:48][CH2:49][CH2:50][O:51]3)[CH2:52][CH2:53]2)[CH2:54][N:55]=[C:56]1[c:58]1[nH:59][c:60]2[c:61]([N:67]([S:68](=[O:69])(=[O:70])[c:71]3[s:72][cH:73][cH:74][cH:75]3)[CH3:76])[cH:62][cH:63][cH:64][c:65]2[cH:66]1.